From a dataset of the Open Reaction Database (ORD), a public repository of structured organic reaction records. describe an organic reaction: reactants, conditions, products, and yield Product: SC=1C=C2CC(COC2=CC1)CC#N (6-Mercapto-chroman-3-yl-acetonitrile). Procedure details: Compound 18E was prepared according to the method of example 1C utilizing compound 18D. Compound 18E was prepared in 35% yield. MS: 204 (M−1)+. Preparation of 6-[4-Methyl-2-(4-trifluoromethyl-pheny)-thiazol-5-ylmethylsulfanyl]-chroman-3-yl-acetonitrile (Compound 18F) Reaction SMILES: [C:1]([CH2:3][CH:4]1[CH2:13][C:12]2[C:7](=[CH:8][CH:9]=[C:10]([S:14](Cl)(=O)=O)[CH:11]=2)[O:6][CH2:5]1)#[N:2].CC1N=C(C2C=CC(C(F)(F)F)=CC=2)SC=1CSC1C=C2C(=CC=1)OCC(CC#N)C2>>[SH:14][C:10]1[CH:11]=[C:12]2[C:7](=[CH:8][CH:9]=1)[O:6][CH2:5][CH:4]([CH2:3][C:1]#[N:2])[CH2:13]2. The reactants are C(#N)CC1COC2=CC=C(C=C2C1)S(=O)(=O)Cl (3-Cyanomethyl-chroman-6-sulfonyl chloride), CC=1N=C(SC1CSC=1C=C2CC(COC2=CC1)CC#N)C1=CC=C(C=C1)C(F)(F)F (6-[4-Methyl-2-(4-trifluoromethyl-pheny)-thiazol-5-ylmethylsulfanyl]-chroman-3-yl-acetonitrile). Reactants: ClC1=C(N)C=C(C=C1)[N+](=O)[O-] (2-chloro-5-nitroaniline), ClC1=NC=C(C=C1Cl)C(F)(F)F (2,3-dichloro-5-trifluoromethylpyridine). The reagents and catalysts are [Cu] (copper). Product: ClC=1C(=NC=C(C1)C(F)(F)F)NC1=C(C=CC(=C1)[N+](=O)[O-])Cl (N-(3-chloro-5-trifluoromethyl-2-pyridyl)-2-chloro-5-nitroaniline). The yield is 22.7%. RXN SMILES: [Cl:1][C:2]1[CH:8]=[CH:7][C:6]([N+:9]([O-:11])=[O:10])=[CH:5][C:3]=1[NH2:4].Cl[C:13]1[C:18]([Cl:19])=[CH:17][C:16]([C:20]([F:23])([F:22])[F:21])=[CH:15][N:14]=1>[Cu]>[Cl:19][C:18]1[C:13]([NH:4][C:3]2[CH:5]=[C:6]([N+:9]([O-:11])=[O:10])[CH:7]=[CH:8][C:2]=2[Cl:1])=[N:14][CH:15]=[C:16]([C:20]([F:22])([F:21])[F:23])[CH:17]=1. Reported procedure: 3.4 g (0.02 mol) of 2-chloro-5-nitroaniline, 8.6 g (0.04 mol) of 2,3-dichloro-5-trifluoromethylpyridine and 400 mg of copper powder are maintained at 230° C. overnight in a small bomb tube (25 ml). After cooling, the crude product is purified by column chromatography (silica gel, petroleum ether:methylene chloride=6:1), affording 1.6 g of N-(3-chloro-5-trifluoromethyl-2-pyridyl)-2-chloro-5-nitroaniline in the form of a yellow powder (m.p. 122°-124° C.). Starting materials: C1(=CC=CC=2C(=CC=CC12)S(=O)(=O)O)S(=O)(=O)O (naphthalene-1,5-disulphonic acid), C(C)C=1C=C(C[C@H](C(=O)N2CCN(CC2)C2CCN(CC2)C)NC(=O)N2CCC(CC2)N2C(NC3=C(CC2)C=CC=C3)=O)C=CC1CC (4-(2-oxo-1,2,4,5-tetrahydro-1,3-benzodiazepin-3-yl)-piperidine-1-carboxylic acid-{(R)-1-(3,4-diethyl-benzyl)-2-[4-(1-methyl-piperidin-4-yl)-piperazin-1-yl]-2-oxo-ethyl}-amide). The solvent is C(C)(C)O (isopropanol). Run at temperature 80 celsius. Yields the product C(C)C=1C=C(C[C@H](C(=O)N2CCN(CC2)C2CCN(CC2)C)NC(=O)N2CCC(CC2)N2C(NC3=C(CC2)C=CC=C3)=O)C=CC1CC.C1(=CC=CC=2C(=CC=CC12)S(=O)(=O)[O-])S(=O)(=O)[O-] (4-(2-oxo-1,2,4,5-tetrahydro-1,3-benzodiazepin-3-yl)-piperidine-1-carboxylic acid-{(R)-1-(3,4-diethyl-benzyl)-2-[4-(1-methyl-piperidin-4-yl)-piperazin-1-yl]-2-oxo-ethyl}-amide naphthalene-1,5-disulphonate). Reaction SMILES: [C:1]1([S:15]([OH:18])(=[O:17])=[O:16])[C:10]2[CH:9]=[CH:8][CH:7]=[C:6]([S:11]([OH:14])(=[O:13])=[O:12])[C:5]=2[CH:4]=[CH:3][CH:2]=1.[CH2:19]([C:21]1[CH:22]=[C:23]([CH:62]=[CH:63][C:64]=1[CH2:65][CH3:66])[CH2:24][C@@H:25]([NH:41][C:42]([N:44]1[CH2:49][CH2:48][CH:47]([N:50]2[CH2:56][CH2:55][C:54]3[CH:57]=[CH:58][CH:59]=[CH:60][C:53]=3[NH:52][C:51]2=[O:61])[CH2:46][CH2:45]1)=[O:43])[C:26]([N:28]1[CH2:33][CH2:32][N:31]([CH:34]2[CH2:39][CH2:38][N:37]([CH3:40])[CH2:36][CH2:35]2)[CH2:30][CH2:29]1)=[O:27])[CH3:20]>C(O)(C)C>[CH2:19]([C:21]1[CH:22]=[C:23]([CH:62]=[CH:63][C:64]=1[CH2:65][CH3:66])[CH2:24][C@@H:25]([NH:41][C:42]([N:44]1[CH2:49][CH2:48][CH:47]([N:50]2[CH2:56][CH2:55][C:54]3[CH:57]=[CH:58][CH:59]=[CH:60][C:53]=3[NH:52][C:51]2=[O:61])[CH2:46][CH2:45]1)=[O:43])[C:26]([N:28]1[CH2:29][CH2:30][N:31]([CH:34]2[CH2:35][CH2:36][N:37]([CH3:40])[CH2:38][CH2:39]2)[CH2:32][CH2:33]1)=[O:27])[CH3:20].[C:1]1([S:15]([O-:18])(=[O:17])=[O:16])[C:10]2[CH:9]=[CH:8][CH:7]=[C:6]([S:11]([O-:14])(=[O:13])=[O:12])[C:5]=2[CH:4]=[CH:3][CH:2]=1 |f:3.4|. Procedure: A solution of 1.427 g naphthalene-1,5-disulphonic acid (4.95 mmol) in 70 ml isopropanol is added to 3.25 g (4.94 mmol) 4-(2-oxo-1,2,4,5-tetrahydro-1,3-benzodiazepin-3-yl)-piperidine-1-carboxylic acid-{(R)-1-(3,4-diethyl-benzyl)-2-[4-(1-methyl-piperidin-4-yl)-piperazin-1-yl]-2-oxo-ethyl}-amide and heated to 80° C. The now clear solution is cooled to ambient temperature, by lowering the temperature of the heating bath by 5° C. every 6 hours. The resultant suspension is filtered, the isolated solid... RXN SMILES: [Cl:1][C:2]1[CH:21]=[CH:20][CH:19]=[C:18]([C:22]([O:24]CC)=[O:23])[C:3]=1[CH2:4][O:5][C:6]1[CH:11]=[CH:10][C:9]([CH2:12][C:13]([O:15]CC)=[O:14])=[CH:8][CH:7]=1.[OH-].[K+]>>[C:22]([C:18]1[CH:19]=[CH:20][CH:21]=[C:2]([Cl:1])[C:3]=1[CH2:4][O:5][C:6]1[CH:7]=[CH:8][C:9]([CH2:12][C:13]([OH:15])=[O:14])=[CH:10][CH:11]=1)([OH:24])=[O:23] |f:1.2|. The product is C(=O)(O)C1=C(COC2=CC=C(C=C2)CC(=O)O)C(=CC=C1)Cl (4-(2-carboxy-6-chlorobenzyloxy)phenylacetic acid). Procedure: Reaction of ethyl 4-(2-chloro-6-ethoxycarbonylbenzyloxy)phenylacetate with potassium hydroxide as described in Example 1c provides 4-(2-carboxy-6-chlorobenzyloxy)phenylacetic acid as a colorless solid, m.p. 171°-173° C. Reactants: ClC1=C(COC2=CC=C(C=C2)CC(=O)OCC)C(=CC=C1)C(=O)OCC (ethyl 4-(2-chloro-6-ethoxycarbonylbenzyloxy)phenylacetate), [OH-].[K+] (potassium hydroxide).